From a dataset of the Open Reaction Database (ORD), a public repository of structured organic reaction records. describe an organic reaction: reactants, conditions, products, and yield Reactants: C(C1=CC=CC=C1)OC[C@@H](N)C(=O)N(O)C(=O)OC(C)(C)C (O-Benzyl-N-(tert-butoxycarbonyl)-D-serine Hydroxamic Acid). The reagents and catalysts are [Pd] (Pd—C). The solvent is CCO (EtOH). The product is C(C)(C)(C)OC(=O)N(O)C([C@H](N)CO)=O (N-(tert-Butoxycarbonyl)-D-serine Hydroxamic Acid). Reaction SMILES: C([O:8][CH2:9][C@H:10]([C:12]([N:14]([C:16]([O:18][C:19]([CH3:22])([CH3:21])[CH3:20])=[O:17])[OH:15])=[O:13])[NH2:11])C1C=CC=CC=1>CCO.[Pd]>[C:19]([O:18][C:16]([N:14]([C:12](=[O:13])[C@@H:10]([CH2:9][OH:8])[NH2:11])[OH:15])=[O:17])([CH3:22])([CH3:20])[CH3:21]. Reported procedure: A solution of 20 (137 mg, 0.44 mmol) in EtOH (7 mL) containing 10% Pd—C (46 mg) was hydrogenated at 1 atm (1.5 h). The catalyst was filtered and the filtrate was concentrated in vacuo, and then crystallized with isopropyl ether to afford 21 as a solid. Yield, 81%; Rf=0.19 (10% MeOH—CHCl3); mp 108-110° C. (lit.6) mp 106-112° C. for L-isomer); IR (KBr) 3421, 3318, 2871, 1726, 1670, 1514, 1370, 1243, 1160 cm−1; 1H NMR (CD3OD, 300 MHz) δ1.44 (s, 9H), 3.69 (d, J=5.4 Hz, 2H), 4.06 (t, J=5.4 Hz, 1H); 1... Reactants: C(C1=CC=CC=C1)OC(=O)NC(=N)C=1C=CC(=NC1)C1=CC=C(C=C1)OC[C@@H]1C[C@H](C(N1)=O)CC(=O)OCOC(C(C)(C)C)=O ((3S,5S)-5-[[4-(5-benzyloxycarbonylamidino-2-pyridyl)phenyl]oxymethyl]-3-[(pivaloyloxymethyloxycarbonyl)-methyl]-2-pyrrolidinone), Cl (hydrochloric acid). Reagents/catalysts: [Pd] (palladium on charcoal). Run in CN(C=O)C (dimethylformamide). Product: Cl.C(N)(=N)C=1C=CC(=NC1)C1=CC=C(C=C1)OC[C@@H]1C[C@H](C(N1)=O)CC(=O)OCOC(C(C)(C)C)=O ((3S,5S)-5-[[4-(5-amidino-2-pyridyl)phenyl]oxymethyl]-3-[(pivaloyloxymethyloxycarbonyl)methyl]-2-pyrrolidinone-hydrochloride). Reaction SMILES: C(OC([NH:11][C:12]([C:14]1[CH:15]=[CH:16][C:17]([C:20]2[CH:25]=[CH:24][C:23]([O:26][CH2:27][C@H:28]3[NH:32][C:31](=[O:33])[C@H:30]([CH2:34][C:35]([O:37][CH2:38][O:39][C:40](=[O:45])[C:41]([CH3:44])([CH3:43])[CH3:42])=[O:36])[CH2:29]3)=[CH:22][CH:21]=2)=[N:18][CH:19]=1)=[NH:13])=O)C1C=CC=CC=1.[ClH:46]>[Pd].CN(C)C=O>[ClH:46].[C:12]([C:14]1[CH:15]=[CH:16][C:17]([C:20]2[CH:21]=[CH:22][C:23]([O:26][CH2:27][C@H:28]3[NH:32][C:31](=[O:33])[C@H:30]([CH2:34][C:35]([O:37][CH2:38][O:39][C:40](=[O:45])[C:41]([CH3:43])([CH3:42])[CH3:44])=[O:36])[CH2:29]3)=[CH:24][CH:25]=2)=[N:18][CH:19]=1)(=[NH:11])[NH2:13] |f:4.5|. Reported procedure: Prepared from (3S,5S)-5-[[4-(5-benzyloxycarbonylamidino-2-pyridyl)phenyl]oxymethyl]-3-[(pivaloyloxymethyloxycarbonyl)-methyl]-2-pyrrolidinone by hydrogenation with palladium on charcoal in dimethylformamide in the presence of hydrochloric acid. The reactants are ClC1=C(C=C(C=C1)NC1=NN=C(O1)C1=CC=C(C=C1)O)C(F)(F)F (4-(5-{[4-chloro-3-(trifluoromethyl)-phenyl]amino}-1,3,4-oxadiazol-2-yl)phenol), C(=O)([O-])[O-].[K+].[K+] (K2CO3), Cl.ClC1=CC=NC=C1 (4-chloropyridine hydrochloride), C[Si](C)(C)[N-][Si](C)(C)C.[K+] (potassium bis(trimethylsilyl)amide). Run in CN(C)C=O (DMF), CO (MeOH). Reaction conditions: temperature 80 celsius. The product is FC(C(=O)O)(F)F.ClC1=C(C=C(C=C1)NC=1OC(=NN1)C1=CC=C(C=C1)OC1=CC=NC=C1)C(F)(F)F (N-[4-chloro-3-(trifluoromethyl)phenyl]-5-[4-(pyridin-4-yloxy)phenyl]-1,3,4-oxadiazol-2-amine trifluoroacetate salt), solid. RXN SMILES: [Cl:1][C:2]1[CH:7]=[CH:6][C:5]([NH:8][C:9]2[O:13][C:12]([C:14]3[CH:19]=[CH:18][C:17]([OH:20])=[CH:16][CH:15]=3)=[N:11][N:10]=2)=[CH:4][C:3]=1[C:21]([F:24])([F:23])[F:22].C[Si]([N-][Si](C)(C)C)(C)C.[K+].[C:35]([O-:38])([O-])=[O:36].[K+].[K+].Cl.Cl[C:43]1[CH:48]=[CH:47][N:46]=[CH:45][CH:44]=1>CN(C=O)C.CO>[F:22][C:21]([F:24])([F:23])[C:35]([OH:38])=[O:36].[Cl:1][C:2]1[CH:7]=[CH:6][C:5]([NH:8][C:9]2[O:13][C:12]([C:14]3[CH:15]=[CH:16][C:17]([O:20][C:43]4[CH:48]=[CH:47][N:46]=[CH:45][CH:44]=4)=[CH:18][CH:19]=3)=[N:11][N:10]=2)=[CH:4][C:3]=1[C:21]([F:22])([F:23])[F:24] |f:1.2,3.4.5,6.7,10.11|. Reported procedure: 4-(5-{[4-chloro-3-(trifluoromethyl)-phenyl]amino}-1,3,4-oxadiazol-2-yl)phenol (100 mg, 0.281 mmol) was dissolved in ca. 2 mL of anhydrous DMF under argon. Solid potassium bis(trimethylsilyl)amide (225 mg, 1.12 mmol) was added and the resulting yellow solution was heated at 80° C. for 15 min. Then solid K2CO3 (38.8 mg, 0.281 mmol) was added, followed by 4-chloropyridine hydrochloride (84.3 mg, 0.562 mmol). The reaction mixture was microwaved at 200° C. for 25 min (Initiator, Biotage). Then it was... Reactants: O=C(n1ccnc1)n1ccnc1, CO, CN1CCN(CCCN)CC1, C1CCOC1, O=C(O)C=CC(=O)O, CC(C)NCCS(=O)(=O)c1ccccc1. The product is CC(C)N(CCS(=O)(=O)c1ccccc1)C(=O)NCCCN1CCN(C)CC1. As a reaction SMILES: [C:12](=[O:13])([n:14]1[cH:15][cH:16][n:17][cH:18]1)[n:19]1[cH:20][cH:21][n:22][cH:23]1.[CH3:52][OH:53].[NH2:1][CH2:2][CH2:3][CH2:4][N:5]1[CH2:6][CH2:7][N:8]([CH3:11])[CH2:9][CH2:10]1.[O:47]1[CH2:48][CH2:49][CH2:50][CH2:51]1.[OH:39][C:40]([CH:41]=[CH:42][C:43](=[O:44])[OH:45])=[O:46].[c:24]1([S:30](=[O:31])(=[O:32])[CH2:33][CH2:34][NH:35][CH:36]([CH3:37])[CH3:38])[cH:25][cH:26][cH:27][cH:28][cH:29]1>>[NH:1]([CH2:2][CH2:3][CH2:4][N:5]1[CH2:6][CH2:7][N:8]([CH3:11])[CH2:9][CH2:10]1)[C:12](=[O:13])[N:35]([CH2:34][CH2:33][S:30]([c:24]1[cH:25][cH:26][cH:27][cH:28][cH:29]1)(=[O:31])=[O:32])[CH:36]([CH3:37])[CH3:38]. Starting materials: ice water, ClC1=NC=C(C=C1Cl)C(F)(F)F (2,3-dichloro-5-trifluoromethylpyridine), C([O-])([O-])=O.[K+].[K+] (potassium carbonate), CC(C(C)=O)(CO)C (3,3-Dimethyl-4-hydroxybutan-2-one). Run in CS(=O)C (dimethyl sulfoxide). Reaction conditions: temperature 115 celsius, time 20 minute. Yields the product CC(C(C)=O)(COC1=NC=C(C=C1Cl)C(F)(F)F)C (3,3-dimethyl-4-(3-chloro-5trifluoromethylpyridine-2-yloxy)butan-2-one). Isolated yield 93.7%. Reaction SMILES: [CH3:1][C:2]([CH3:8])([CH2:6][OH:7])[C:3](=[O:5])[CH3:4].Cl[C:10]1[C:15]([Cl:16])=[CH:14][C:13]([C:17]([F:20])([F:19])[F:18])=[CH:12][N:11]=1.C(=O)([O-])[O-].[K+].[K+]>CS(C)=O>[CH3:1][C:2]([CH3:8])([CH2:6][O:7][C:10]1[C:15]([Cl:16])=[CH:14][C:13]([C:17]([F:20])([F:18])[F:19])=[CH:12][N:11]=1)[C:3](=[O:5])[CH3:4] |f:2.3.4|. Procedure details: 3,3-Dimethyl-4-hydroxybutan-2-one (11.2 g) was dissolved in 50 ml of dimethyl sulfoxide, and nitrogen gas was passed therethrough for 20 minutes. Then, 21.6 g of 2,3-dichloro-5-trifluoromethylpyridine and 15 g of anhydrous potassium carbonate were added thereto, and the system was gradually heated to 115° C. and stirred for 4 hours at that temperature. After completion of the reaction, the product was put into ice water, extracted with methylene chloride, washed with water and dried over Glauber... The reactants are (2S)-1-3-(2-phenylpyrazolo1,5-a]pyridin-3-yl, C(C)C1NCCCC1 (2-ethylpiperidine), Br (hydrobromic acid). Product: Br.C(C)C1NCCCC1 (2-ethylpiperidine.hydrobromide). As a reaction SMILES: [CH2:1]([CH:3]1[CH2:8][CH2:7][CH2:6][CH2:5][NH:4]1)[CH3:2].[BrH:9]>>[BrH:9].[CH2:1]([CH:3]1[CH2:8][CH2:7][CH2:6][CH2:5][NH:4]1)[CH3:2] |f:2.3|. Procedure details: (2S)-1-3-(2-phenylpyrazolo1,5-a]pyridin-3-yl)-acryloyl]-2-ethylpiperidine (trans isomer)(2.11 g) was converted to hydrobromic acid salt in a usual manner. The crystals were recrystallized from a mixture of ethyl acetate and acetone to give yellow crystals of (2S)-1-(2-phenylpyrazolo[1,5-a]pyridin-3-yl)acryloyl]-2-ethylpiperidine.hydrobromide (trans isomer)(1.75 g). Starting materials: CCCCOCCOc1ccc(-c2ccc3c(c2)C=C(C(=O)Nc2ccc(SCc4nccn4C(C)CC)cc2)CCN3CC(C)C)cc1, ClCCl, [Na+], [Na+], O=C(OO)c1cccc(Cl)c1, O=S([O-])([O-])=S. Product: CCCCOCCOc1ccc(-c2ccc3c(c2)C=C(C(=O)Nc2ccc(S(=O)Cc4nccn4C(C)CC)cc2)CCN3CC(C)C)cc1. Reaction SMILES: [CH2:1]([CH2:2][CH2:3][CH3:4])[O:5][CH2:6][CH2:7][O:8][c:9]1[cH:10][cH:11][c:12](-[c:15]2[cH:16][cH:17][c:18]3[c:19]([cH:49]2)[CH:20]=[C:21]([C:29](=[O:30])[NH:31][c:32]2[cH:33][cH:34][c:35]([S:38][CH2:39][c:40]4[n:41]([CH:45]([CH3:46])[CH2:47][CH3:48])[cH:42][cH:43][n:44]4)[cH:36][cH:37]2)[CH2:22][CH2:23][N:24]3[CH2:25][CH:26]([CH3:27])[CH3:28])[cH:13][cH:14]1.[Cl:68][CH2:69][Cl:70].[Na+:66].[Na+:67].[OH:50][O:51][C:52]([c:53]1[cH:54][c:55]([Cl:56])[cH:57][cH:58][cH:59]1)=[O:60].[S:61]([O-:62])([O-:63])(=[O:64])=[S:65]>>[CH2:1]([CH2:2][CH2:3][CH3:4])[O:5][CH2:6][CH2:7][O:8][c:9]1[cH:10][cH:11][c:12](-[c:15]2[cH:16][cH:17][c:18]3[c:19]([cH:49]2)[CH:20]=[C:21]([C:29](=[O:30])[NH:31][c:32]2[cH:33][cH:34][c:35]([S:38]([CH2:39][c:40]4[n:41]([CH:45]([CH3:46])[CH2:47][CH3:48])[cH:42][cH:43][n:44]4)=[O:50])[cH:36][cH:37]2)[CH2:22][CH2:23][N:24]3[CH2:25][CH:26]([CH3:27])[CH3:28])[cH:13][cH:14]1.